The task is: describe an organic reaction: reactants, conditions, products, and yield. This data is from the Open Reaction Database (ORD), a public repository of structured organic reaction records. Reactants: CC(CCCCCCCC)NC1=NC=NC(=C1)OC (4-(2-decylamino)-6-methoxypyrimidine), ClN1C(CCC1=O)=O (N-chlorosuccinimide). Solvent: C(Cl)(Cl)Cl (chloroform). Yields the product ClC=1C(=NC=NC1OC)NC(C)CCCCCCCC (5-chloro-4-(2-decylamino)-6-methoxypyrimidine). The yield is 84.5%. As a reaction SMILES: [CH3:1][CH:2]([NH:11][C:12]1[CH:17]=[C:16]([O:18][CH3:19])[N:15]=[CH:14][N:13]=1)[CH2:3][CH2:4][CH2:5][CH2:6][CH2:7][CH2:8][CH2:9][CH3:10].[Cl:20]N1C(=O)CCC1=O>C(Cl)(Cl)Cl>[Cl:20][C:17]1[C:12]([NH:11][CH:2]([CH2:3][CH2:4][CH2:5][CH2:6][CH2:7][CH2:8][CH2:9][CH3:10])[CH3:1])=[N:13][CH:14]=[N:15][C:16]=1[O:18][CH3:19]. Procedure details: 4.0 g (0.015 mol) of 4-(2-decylamino)-6-methoxypyrimidine were refluxed for 1 hour together with 2.2 g (0.016 mol) of N-chlorosuccinimide in 25 ml of chloroform. After cooling, the mixture was extracted by stirring with 2N sodium hydroxide solution, and the organic phase was dried and concentrated. 3.8 g (84.3% of theory) of 5-chloro-4-(2-decylamino)-6-methoxypyrimidine were obtained in the form of a yellow oil. The reactants are O=C(NC1=C(F)C(F)=C(C(F)=C1F)C(F)(F)F)C2(CC=3C=CC=CC3)CCC2. The reagents and catalysts are O=C(O)C, [K].O=C(O)O, N=1C(OC)=CC(OC)=C2C=CC=CC12, O1B(OC(C)(C)C1(C)C)B2OC(C)(C)C(O2)(C)C, [B-](F)(F)(F)F.CC[N+](CC)(CC)CC, [Pd].O=C(O)C. Run in N#CC. Run at temperature 80 celsius, time 15 hour. Yields the product O=C(NC1=C(F)C(F)=C(C(F)=C1F)C(F)(F)F)C2(CC=3C=CC=CC3)CCC2B4OC(C)(C)C(O4)(C)C. Isolated yield 67.0%. Reactants: COC=1C=NNC1C=1C=C(C(=O)OC)C=CC1C (methyl 3-(4-methoxy-1H-pyrazol-5-yl)-4-methylbenzoate), ClC=1C(=NNC1)COC (4-chloro-3-(methoxymethyl)-1H-pyrazole), ClC=1C(=NNC1)COC (4-chloro-3-(methoxymethyl)-1H-pyrazole), COC=1C=NNC1 (4-methoxy-1H-pyrazole). The product is ClC=1C(=NNC1C=1C(=CC(=C(C(=O)OC)C1)C)C)COC (Methyl 5-(4-chloro-3-(methoxymethyl)-1H-pyrazol-5-yl)-2,4-dimethylbenzoate). RXN SMILES: COC1C=NNC=1[C:8]1[CH:9]=[C:10]([CH:15]=[CH:16][C:17]=1[CH3:18])[C:11]([O:13][CH3:14])=[O:12].[Cl:19][C:20]1[C:21]([CH2:25][O:26][CH3:27])=[N:22][NH:23][CH:24]=1.[CH3:28]OC1C=NNC=1>>[Cl:19][C:20]1[C:21]([CH2:25][O:26][CH3:27])=[N:22][NH:23][C:24]=1[C:16]1[C:17]([CH3:18])=[CH:8][C:9]([CH3:28])=[C:10]([CH:15]=1)[C:11]([O:13][CH3:14])=[O:12]. Procedure details: The title compound was prepared using standard chemical manipulations and procedures similar to those used for the preparation of compound 244.6, except 4-chloro-3-(methoxymethyl)-1H-pyrazole (compound 281.2) was used instead of 4-methoxy-1H-pyrazole (compound 244.4). Reactants: C(C1=CC=CC=C1)O[C@@H]1C(O[C@H]([C@@H]([C@H]1OCC1=CC=CC=C1)OCC1=CC=CC=C1)C1=CC(=C(C=C1)Cl)CC1=CC=C(C=C1)OCC)(CO)CO ({(3S,4R,5S,6S)-3,4,5-Tris-benzyloxy-6-[4-chloro-3-(4-ethoxy-benzyl)-phenyl]-2-hydroxymethyl-tetrahydro-pyran-2-yl}-methanol), C1(=CC=C(C=C1)S(=O)(=O)Cl)C (p-toluene sulfonyl chloride). The solvent is C(C)(=O)OCC (ethyl acetate), N1=CC=CC=C1 (pyridine). Conditions: time 8 hour. Product: C(C1=CC=CC=C1)O[C@@H]1C(O[C@H]([C@@H]([C@H]1OCC1=CC=CC=C1)OCC1=CC=CC=C1)C1=CC(=C(C=C1)Cl)CC1=CC=C(C=C1)OCC)(CO)COS(=O)(=O)C1=CC=C(C=C1)C (toluene-4-sulfonic acid (3S,4R,5S,6S)-3,4,5-tris-benzyloxy-6-[4-chloro-3-(4-ethoxy-benzyl)-phenyl]-2-hydroxymethyl-tetrahydro-pyran-2-ylmethyl ester). Isolated yield 319.9%. Reaction SMILES: [CH2:1]([O:8][C@H:9]1[C@H:14]([O:15][CH2:16][C:17]2[CH:22]=[CH:21][CH:20]=[CH:19][CH:18]=2)[C@@H:13]([O:23][CH2:24][C:25]2[CH:30]=[CH:29][CH:28]=[CH:27][CH:26]=2)[C@H:12]([C:31]2[CH:36]=[CH:35][C:34]([Cl:37])=[C:33]([CH2:38][C:39]3[CH:44]=[CH:43][C:42]([O:45][CH2:46][CH3:47])=[CH:41][CH:40]=3)[CH:32]=2)[O:11][C:10]1([CH2:50][OH:51])[CH2:48][OH:49])[C:2]1[CH:7]=[CH:6][CH:5]=[CH:4][CH:3]=1.[C:52]1([CH3:62])[CH:57]=[CH:56][C:55]([S:58](Cl)(=[O:60])=[O:59])=[CH:54][CH:53]=1>N1C=CC=CC=1.C(OCC)(=O)C>[CH2:1]([O:8][C@H:9]1[C@H:14]([O:15][CH2:16][C:17]2[CH:18]=[CH:19][CH:20]=[CH:21][CH:22]=2)[C@@H:13]([O:23][CH2:24][C:25]2[CH:30]=[CH:29][CH:28]=[CH:27][CH:26]=2)[C@H:12]([C:31]2[CH:36]=[CH:35][C:34]([Cl:37])=[C:33]([CH2:38][C:39]3[CH:44]=[CH:43][C:42]([O:45][CH2:46][CH3:47])=[CH:41][CH:40]=3)[CH:32]=2)[O:11][C:10]1([CH2:48][O:49][S:58]([C:55]1[CH:56]=[CH:57][C:52]([CH3:62])=[CH:53][CH:54]=1)(=[O:60])=[O:59])[CH2:50][OH:51])[C:2]1[CH:7]=[CH:6][CH:5]=[CH:4][CH:3]=1. Reported procedure: To a stirred solution of {(3S,4R,5S,6S)-3,4,5-tris-benzyloxy-6-[4-chloro-3-(4-ethoxy-benzyl)-phenyl]-2-hydroxymethyl-tetrahydro-pyran-2-yl}-methanol (Example 9, 500 mg, 0.70 mmol) in pyridine (15 mL) was added p-toluene sulfonyl chloride (670 mg, 0.21 mmol). After stirring for overnight at room temperature, reaction mixture was heated to 80° C. for another 18 h. The volatiles were evaporated, resulting residue was taken in ethyl acetate and washed with 1N HCl, brine, concentrated to furnish tolu... Reaction SMILES: [CH3:19][NH:20][CH2:21][CH2:22][CH2:23][NH2:24].[CH3:25][CH2:26][OH:27].[NH:1]1[C:2](=[N:6][c:7]2[c:8]([N:13]3[CH2:14][CH2:15][O:16][CH2:17][CH2:18]3)[cH:9][cH:10][cH:11][cH:12]2)[NH:5][CH2:4][CH2:3]1>>[C:2]1(=[N:6][c:7]2[c:8]([N:13]3[CH2:14][CH2:15][O:16][CH2:17][CH2:18]3)[cH:9][cH:10][cH:11][cH:12]2)[N:20]([CH3:19])[CH2:21][CH2:22][CH2:23][NH:24]1. Yields the product CN1CCCNC1=Nc1ccccc1N1CCOCC1. Reactants: CNCCCN, CCO, c1ccc(N2CCOCC2)c(N=C2NCCN2)c1.